From a dataset of the Open Reaction Database (ORD), a public repository of structured organic reaction records. describe an organic reaction: reactants, conditions, products, and yield Starting materials: CCOC(C)=O, [Cl-], COC(=O)c1ccc(Nc2cc(Cl)nn(C)c2=O)nc1, [Li+], [NH4+], C1COCCO1, [OH-]. Yields the product Cn1nc(Cl)cc(Nc2ccc(C(=O)O)cn2)c1=O. Reaction SMILES: [C:25]([O:26][CH2:27][CH3:28])(=[O:29])[CH3:30].[Cl-:23].[Cl:1][c:2]1[cH:3][c:4]([NH:10][c:11]2[n:12][cH:13][c:14]([C:15](=[O:16])[O:17][CH3:18])[cH:19][cH:20]2)[c:5](=[O:9])[n:6]([CH3:8])[n:7]1.[Li+:21].[NH4+:24].[O:31]1[CH2:32][CH2:33][O:34][CH2:35][CH2:36]1.[OH-:22]>>[Cl:1][c:2]1[cH:3][c:4]([NH:10][c:11]2[n:12][cH:13][c:14]([C:15](=[O:16])[OH:17])[cH:19][cH:20]2)[c:5](=[O:9])[n:6]([CH3:8])[n:7]1. Starting materials: C1CCOC1, Cc1n[nH]c2cc(N)ccc12, CCO, Clc1ccnc(Cl)n1, [Na+], O=C([O-])O. Yields the product Cc1n[nH]c2cc(Nc3ccnc(Cl)n3)ccc12. As a reaction SMILES: [CH2:25]1[O:26][CH2:27][CH2:28][CH2:29]1.[CH3:1][c:2]1[n:3][nH:4][c:5]2[cH:6][c:7]([NH2:11])[cH:8][cH:9][c:10]12.[CH3:30][CH2:31][OH:32].[Cl:17][c:18]1[n:19][cH:20][cH:21][c:22]([Cl:24])[n:23]1.[Na+:16].[O-:12][C:13]([OH:14])=[O:15]>>[CH3:1][c:2]1[n:3][nH:4][c:5]2[cH:6][c:7]([NH:11][c:22]3[cH:21][cH:20][n:19][c:18]([Cl:17])[n:23]3)[cH:8][cH:9][c:10]12. Reactants: [BH4-], CO, Cc1cc(C=O)ccc1Oc1cnc(C(N)=O)cn1, NCCc1ccc(F)cc1, [Na+]. Product: Cc1cc(CNCCc2ccc(F)cc2)ccc1Oc1cnc(C(N)=O)cn1. Reaction SMILES: [BH4-:30].[CH3:32][OH:33].[CH:1](=[O:2])[c:3]1[cH:4][c:5]([CH3:19])[c:6]([O:7][c:8]2[n:9][cH:10][c:11]([C:14](=[O:15])[NH2:16])[n:12][cH:13]2)[cH:17][cH:18]1.[F:20][c:21]1[cH:22][cH:23][c:24]([CH2:27][CH2:28][NH2:29])[cH:25][cH:26]1.[Na+:31]>>[CH2:1]([c:3]1[cH:4][c:5]([CH3:19])[c:6]([O:7][c:8]2[n:9][cH:10][c:11]([C:14](=[O:15])[NH2:16])[n:12][cH:13]2)[cH:17][cH:18]1)[NH:29][CH2:28][CH2:27][c:24]1[cH:23][cH:22][c:21]([F:20])[cH:26][cH:25]1. Procedure: The title compound is prepared from 1H-benzoimidazole-5-carboxylic acid and trans-10-methoxy-1,2,3,4,4a,5,6,10b-octahydro-benzo[f]quinoline following a procedure analogous to that described in Example 1. Yield: 51% of theory; LC (method 2): tR=3.63 min; Mass spectrum (ESI+): m/z=362 [M+H]+. Yield: 51.0%. Reaction SMILES: [NH:1]1[C:5]2[CH:6]=[CH:7][C:8]([C:10]([OH:12])=O)=[CH:9][C:4]=2[N:3]=[CH:2]1.[CH3:13][O:14][C:15]1[C:20]2[C@H:21]3[C@H:26]([CH2:27][CH2:28][C:19]=2[CH:18]=[CH:17][CH:16]=1)[NH:25][CH2:24][CH2:23][CH2:22]3>>[NH:1]1[C:5]2[CH:6]=[CH:7][C:8]([C:10]([N:25]3[C@@H:26]4[C@H:21]([C:20]5[C:15]([O:14][CH3:13])=[CH:16][CH:17]=[CH:18][C:19]=5[CH2:28][CH2:27]4)[CH2:22][CH2:23][CH2:24]3)=[O:12])=[CH:9][C:4]=2[N:3]=[CH:2]1. Reactants: N1C=NC2=C1C=CC(=C2)C(=O)O (1H-benzoimidazole-5-carboxylic acid), COC1=CC=CC2=C1[C@@H]1CCCN[C@H]1CC2 (trans-10-methoxy-1,2,3,4,4a,5,6,10b-octahydro-benzo[f]quinoline). Yields the product N1C=NC2=C1C=CC(=C2)C(=O)N2CCC[C@H]1C3=C(CC[C@H]21)C=CC=C3OC ((1H-Benzoimidazol-5-yl)-(trans-10-methoxy-2,3,4a,5,6,10b-hexahydro-1H-benzo[f]quinolin-4-yl)-methanone).